The task is: describe an organic reaction: reactants, conditions, products, and yield. This data is from the Open Reaction Database (ORD), a public repository of structured organic reaction records. Starting materials: Cl (hydrochloric acid), C(C)OC(=O)[C@H]1CN(CCC1)CCC=C1C2=C(CCC3=C1C=CC=C3)C=CC=C2 ((R)-1-(3-(10,11-dihydro-5H-dibenzo[a,d]cyclohepten-5-ylidene)-1-propyl)-3-piperidinecarboxylic acid ethyl ester), ClCCl (Dichloromethane), [OH-].[Na+] (sodium hydroxide). The solvent is C(C)O (ethanol). Run at time 7 hour. Yields the product Cl.C1=CC=CC=2C(C3=C(CCC21)C=CC=C3)=CCCN3C[C@@H](CCC3)C(=O)O ((R)-1-(3-(10,11-Dihydro-5H-dibenzo[a,d]cyclohepten-5-ylidene)-1-propyl)-3-piperidinecarboxylic acid hydrochloride). As a reaction SMILES: C([O:3][C:4]([C@@H:6]1[CH2:11][CH2:10][CH2:9][N:8]([CH2:12][CH2:13][CH:14]=[C:15]2[C:21]3[CH:22]=[CH:23][CH:24]=[CH:25][C:20]=3[CH2:19][CH2:18][C:17]3[CH:26]=[CH:27][CH:28]=[CH:29][C:16]2=3)[CH2:7]1)=[O:5])C.[OH-].[Na+].[Cl:32]CCl.Cl>C(O)C>[ClH:32].[CH:25]1[C:20]2[CH2:19][CH2:18][C:17]3[CH:26]=[CH:27][CH:28]=[CH:29][C:16]=3[C:15](=[CH:14][CH2:13][CH2:12][N:8]3[CH2:9][CH2:10][CH2:11][C@@H:6]([C:4]([OH:5])=[O:3])[CH2:7]3)[C:21]=2[CH:22]=[CH:23][CH:24]=1 |f:1.2,6.7|. Procedure: The above ester (4.4 g, 11 mmol) was dissolved in ethanol (40 ml) and 4N sodium hydroxide (8.3 ml) was added. The mixture was stirred vigorously at ambient temperature for 7 h. Dichloromethane (700 ml) was added followed by 2.5N hydrochloric acid until pH 1. The phases were separated, the organic phase dried (MgSO4) and the solvent was evaporated in vacuo. The residue was re-evaporated twice with acetone and then triturated with a mixture of acetone and diethyl ether. The solid was isolated by f... The reactants are COC(=O)CS[C@H]1[C@@H](C(N1)=O)NC(C1=CC=CC=C1)(C1=CC=CC=C1)C1=CC=CC=C1 ((3R,4S)-4-[[(methoxycarbonyl)methyl]thio]-3-tritylamino-2-azetidinone), N (ammonia). Solvent: C(C)O (ethanol). Run at time 2 day. The product is NC(=O)CS[C@H]1[C@@H](C(N1)=O)NC(C1=CC=CC=C1)(C1=CC=CC=C1)C1=CC=CC=C1 ((3R,4S)-4-[[(aminocarbonyl)methyl]thio]-3-tritylamino-2-azetidinone). As a reaction SMILES: C[O:2][C:3]([CH2:5][S:6][C@@H:7]1[NH:10][C:9](=[O:11])[C@H:8]1[NH:12][C:13]([C:26]1[CH:31]=[CH:30][CH:29]=[CH:28][CH:27]=1)([C:20]1[CH:25]=[CH:24][CH:23]=[CH:22][CH:21]=1)[C:14]1[CH:19]=[CH:18][CH:17]=[CH:16][CH:15]=1)=O.[NH3:32]>C(O)C>[NH2:32][C:3]([CH2:5][S:6][C@@H:7]1[NH:10][C:9](=[O:11])[C@H:8]1[NH:12][C:13]([C:14]1[CH:15]=[CH:16][CH:17]=[CH:18][CH:19]=1)([C:20]1[CH:25]=[CH:24][CH:23]=[CH:22][CH:21]=1)[C:26]1[CH:31]=[CH:30][CH:29]=[CH:28][CH:27]=1)=[O:2]. Procedure: To a solution of 0.477 g of (3R,4S)-4-[[(methoxycarbonyl)methyl]thio]-3-tritylamino-2-azetidinone in 5 ml of ethanol is added 1 ml of 25 to 28% aqueous ammonia and the reaction mixture is allowed to stand at room temperature for 2 days. The solvent is then distilled off under reduced pressure and 20 ml of ethyl acetate is added to the residue. The mixture is washed with saturated aqueous sodium chloride, dried over anhydrous magnesium sulfate and concentrated under reduced pressure. The residue ...